This data is from the Open Reaction Database (ORD), a public repository of structured organic reaction records. The task is: describe an organic reaction: reactants, conditions, products, and yield Starting materials: C(C1=CC=CC=C1)C1N(C(OC1)=O)C(CC(C[N+](=O)[O-])C1=CC(=C(C=C1)OCC1=CC=CC=C1)OC1CCCC1)=O (4-benzyl-3-[3-(4-benzyloxy-3-cyclopentyloxyphenyl)-4-nitrobutyryl]-oxazolidin-2-one). The reagents and catalysts are [Ni] (Ni). Run in CCOC(=O)C (EtOAc). Reaction conditions: temperature 50 celsius, time 8 hour. Yields the product C(C1=CC=CC=C1)OC1=C(C=C(C=C1)C1CC(NC1)=O)OC1CCCC1 (4-(4-benzyloxy-3-cyclopentyloxyphenyl) -pyrrolidin-2-one). The yield is 88.0%. As a reaction SMILES: C(C1CO[C:10](=O)[N:9]1[C:14](=[O:41])[CH2:15][CH:16]([C:21]1[CH:26]=[CH:25][C:24]([O:27][CH2:28][C:29]2[CH:34]=[CH:33][CH:32]=[CH:31][CH:30]=2)=[C:23]([O:35][CH:36]2[CH2:40][CH2:39][CH2:38][CH2:37]2)[CH:22]=1)C[N+]([O-])=O)C1C=CC=CC=1>CCOC(C)=O.[Ni]>[CH2:28]([O:27][C:24]1[CH:25]=[CH:26][C:21]([CH:16]2[CH2:10][NH:9][C:14](=[O:41])[CH2:15]2)=[CH:22][C:23]=1[O:35][CH:36]1[CH2:40][CH2:39][CH2:38][CH2:37]1)[C:29]1[CH:34]=[CH:33][CH:32]=[CH:31][CH:30]=1. Procedure: 4 g of 4-benzyl-3-[3-(4-benzyloxy-3-cyclopentyloxyphenyl)-4-nitrobutyryl]-oxazolidin-2-one was partially dissolved in 75 mL EtOAc/75 mL EtOH/75 mL dioxane. To this suspension was added a suspension of Raney Ni. The mixture was then flushed three times with H2. The mixture was then stirred under H2 at 50° C. overnight and filtered through celite. Concentration under reduced pressure and purification by column chromatography on silica gel 2.2 g of the desired product. Yield: 88%. Procedure: 5-[2-(1-Benzyl-piperidin-4-yl)-3-m-tolyl-1H-pyrazol-4-yl]-1,3-diethyl-1,3-dihydro-benzoimidazol-2-one is prepared according to the procedures described in Example 334. 5-[2-(1-Benzyl-piperidin-4-yl)-3-m-tolyl-1H-pyrazol-4-yl]-1,3-diethyl-1,3-dihydro-benzoimidazol-2-one (180 mg) is diluted with ethanol (5 mL) and acetic acid (5 drops). The mixture is then treated with 5% Pd/C and shaken under an atmosphere of hydrogen for 8 hours. The mixture is then filtered and concentrated to give 1,3-Diethyl-... As a reaction SMILES: [CH2:1]([N:8]1[CH2:13][CH2:12][CH:11]([N:14]2[CH:18]([C:19]3[CH:20]=[C:21]([CH3:25])[CH:22]=[CH:23][CH:24]=3)[C:17]([C:26]3[CH:39]=[CH:38][C:29]4[N:30]([CH2:36][CH3:37])[C:31](=[O:35])[N:32]([CH2:33][CH3:34])[C:28]=4[CH:27]=3)=[CH:16][NH:15]2)[CH2:10][CH2:9]1)[C:2]1[CH:7]=[CH:6][CH:5]=[CH:4][CH:3]=1>C(O)C.C(O)(=O)C.[Pd]>[CH2:1]([N:8]1[CH2:9][CH2:10][CH:11]([N:14]2[CH:18]([C:19]3[CH:20]=[C:21]([CH3:25])[CH:22]=[CH:23][CH:24]=3)[C:17]([C:26]3[CH:39]=[CH:38][C:29]4[N:30]([CH2:36][CH3:37])[C:31](=[O:35])[N:32]([CH2:33][CH3:34])[C:28]=4[CH:27]=3)=[CH:16][NH:15]2)[CH2:12][CH2:13]1)[C:2]1[CH:3]=[CH:4][CH:5]=[CH:6][CH:7]=1.[CH2:36]([N:30]1[C:29]2[CH:38]=[CH:39][C:26]([C:17]3[CH:18]([C:19]4[CH:20]=[C:21]([CH3:25])[CH:22]=[CH:23][CH:24]=4)[N:14]([CH:11]4[CH2:10][CH2:9][NH:8][CH2:13][CH2:12]4)[NH:15][CH:16]=3)=[CH:27][C:28]=2[N:32]([CH2:33][CH3:34])[C:31]1=[O:35])[CH3:37]. Run at time 8 hour. Yields the product C(C1=CC=CC=C1)N1CCC(CC1)N1NC=C(C1C=1C=C(C=CC1)C)C1=CC2=C(N(C(N2CC)=O)CC)C=C1 (5-[2-(1-Benzyl-piperidin-4-yl)-3-m-tolyl-1H-pyrazol-4-yl]-1,3-diethyl-1,3-dihydro-benzoimidazol-2-one), C(C)N1C(N(C2=C1C=CC(=C2)C=2C(N(NC2)C2CCNCC2)C=2C=C(C=CC2)C)CC)=O (1,3-Diethyl-5-(2-piperidin-4-yl-3-m-tolyl-1H-pyrazol-4-yl)-1,3-dihydro-benzoimidazol-2-one). Reagents/catalysts: C(C)(=O)O (acetic acid), [Pd] (Pd/C). Reactants: C(C1=CC=CC=C1)N1CCC(CC1)N1NC=C(C1C=1C=C(C=CC1)C)C1=CC2=C(N(C(N2CC)=O)CC)C=C1 (5-[2-(1-Benzyl-piperidin-4-yl)-3-m-tolyl-1H-pyrazol-4-yl]-1,3-diethyl-1,3-dihydro-benzoimidazol-2-one). Solvent: C(C)O (ethanol). Solvent: CCOCC (ether), CCOCC (ether), CCOCC (ether). Reaction conditions: temperature -78 celsius, time 30 minute. The yield is 27.2%. RXN SMILES: [CH3:1][Si:2]([CH3:9])([CH3:8])[C:3]1[S:4][CH:5]=[CH:6][N:7]=1.C([Li])CCC.[F:15][C:16]1[CH:21]=[CH:20][C:19]([N:22]2[C:26]3[CH:27]=[C:28]4[C@:33]([C:35](OC)=[O:36])([CH2:34][C:25]=3[CH:24]=[N:23]2)[CH2:32][N:31]([C:39]([O:41][C:42]([CH3:45])([CH3:44])[CH3:43])=[O:40])[CH2:30][CH2:29]4)=[CH:18][CH:17]=1.O>CCOCC>[F:15][C:16]1[CH:21]=[CH:20][C:19]([N:22]2[C:26]3[CH:27]=[C:28]4[C@:33]([C:35]([C:5]5[S:4][C:3]([Si:2]([CH3:9])([CH3:8])[CH3:1])=[N:7][CH:6]=5)=[O:36])([CH2:34][C:25]=3[CH:24]=[N:23]2)[CH2:32][N:31]([C:39]([O:41][C:42]([CH3:45])([CH3:44])[CH3:43])=[O:40])[CH2:30][CH2:29]4)=[CH:18][CH:17]=1. The reactants are FC1=CC=C(C=C1)N1N=CC2=C1C=C1CCN(C[C@]1(C2)C(=O)OC)C(=O)OC(C)(C)C ((R)-6-tert-butyl 4a-methyl 1-(4-fluorophenyl)-4a,5,7,8-tetrahydro-1H-pyrazolo[3,4-g]isoquinoline-4a,6(4H)-dicarboxylate), C[Si](C=1SC=CN1)(C)C (2-(Trimethylsilyl)thiazole), C(CCC)[Li] (butyllithium), O (Water). Yields the product FC1=CC=C(C=C1)N1N=CC2=C1C=C1CCN(C[C@]1(C2)C(=O)C2=CN=C(S2)[Si](C)(C)C)C(=O)OC(C)(C)C ((R)-tert-butyl 1-(4-fluorophenyl)-4a-(2-(trimethylsilyl)thiazole-5-carbonyl)-4a,5,7,8-tetrahydro-1H-pyrazolo[3,4-g]isoquinoline-6(4H)-carboxylate). Procedure details: 2-(Trimethylsilyl)thiazole (285 μl, 1.784 mmol) in dry ether (2 mL) was added to butyllithium (2.5 M in Hexanes) (731 μl, 1.828 mmol) in dry ether (1 mL) at −78° C. The reaction mixture was stirred at −78° C. for 30 minutes. A solution of (R)-6-tert-butyl 4a-methyl 1-(4-fluorophenyl)-4a,5,7,8-tetrahydro-1H-pyrazolo[3,4-g]isoquinoline-4a,6(4H)-dicarboxylate (250 mg, 0.585 mmol) in dry ether (6 mL) was added dropwise and the reaction mixture was stirred for 0.5 hour at −78° C. Water (10 mL) was ad... The reactants are OC1=CC=C(C=O)C=C1 (4-hydroxybenzaldehyde), BrCCCCCl (1-bromo-4-chlorobutane), C([O-])([O-])=O.[K+].[K+] (potassium carbonate), COC1=C(C=CC=C1)N1CCNCC1 (1-(2-methoxyphenyl)-piperazine), C([O-])([O-])=O.[Na+].[Na+] (sodium carbonate), [I-].[K+] (potassium iodide), [BH4-].[Na+] (sodium borohydride), N1C=NC=C1 (imidazole), C([O-])([O-])=O.[K+].[K+] (potassium carbonate), [I-].[K+] (potassium iodide), S(=O)(Cl)Cl (thionyl chloride). Run in O (water), CC(=O)C (acetone), N1=CC=CC=C1 (pyridine). Reaction conditions: temperature 25 celsius, time 2 hour. Product: Cl.N1(C=NC=C1)CC1=CC=C(OCCCCN2CCN(CC2)C2=C(C=CC=C2)OC)C=C1 (1-[4-(4-imidazole-1-ylmethyl-phenoxy)-butyl]-4-(2-methoxy-phenyl)-piperazine hydrochloride). As a reaction SMILES: [OH:1][C:2]1[CH:9]=[CH:8][C:5]([CH:6]=O)=[CH:4][CH:3]=1.Br[CH2:11][CH2:12][CH2:13][CH2:14][Cl:15].C(=O)([O-])[O-].[K+].[K+].[BH4-].[Na+].[CH3:24][O:25][C:26]1[CH:31]=[CH:30][CH:29]=[CH:28][C:27]=1[N:32]1[CH2:37][CH2:36][NH:35][CH2:34][CH2:33]1.C(=O)([O-])[O-].[Na+].[Na+].[I-].[K+].S(Cl)(Cl)=O.[NH:50]1[CH:54]=[CH:53][N:52]=[CH:51]1>CC(C)=O.O.N1C=CC=CC=1>[ClH:15].[N:50]1([CH2:6][C:5]2[CH:8]=[CH:9][C:2]([O:1][CH2:11][CH2:12][CH2:13][CH2:14][N:35]3[CH2:36][CH2:37][N:32]([C:27]4[CH:28]=[CH:29][CH:30]=[CH:31][C:26]=4[O:25][CH3:24])[CH2:33][CH2:34]3)=[CH:3][CH:4]=2)[CH:54]=[CH:53][N:52]=[CH:51]1 |f:2.3.4,5.6,8.9.10,11.12,18.19|. Reported procedure: A mixture of 4-hydroxybenzaldehyde (5 mmol), 1-bromo-4-chlorobutane (5 mmol), and potassium carbonate (15 mmol) was refluxed in 100 ml of acetone for 6 h. This solution was then concentrated on a rotary evaporator and diluted with ethyl acetate. This mixture was then washed with brine, and the resulting organic layer was dried and purified by column chromatography. This was dissolved in methanol (50 ml) and was added with sodium borohydride (10 mmol) at 25° C. This mixture was stirred at 25° C. ... Reported procedure: A solution of tert-butyl(3R)-6-cyclohexyl-3-({[2-hydroxy-1-(methoxycarbonyl)propyl]amino}carbonyl)hexanoate (Preparation 171) (6.48 g, 15.69 mmol) in dichloromethane (60 ml) was treated with Dess-Martin periodinane [1,1,1-triacetoxy-1,1-dihydro-1,2-benziodoxol-3(1H)-one] (7.32 g, 17.26 mmol) and the resulting mixture was stirred at room temperature under a nitrogen atmosphere for 1 hour. A solution of sodium thiosulphate (6 g in 50 ml water) and a saturated aqueous sodium hydrogen carbonate solu... RXN SMILES: [CH:1]1([CH2:7][CH2:8][CH2:9][C@@H:10]([C:19]([NH:21][CH:22]([C:26]([O:28][CH3:29])=[O:27])[CH:23]([OH:25])[CH3:24])=[O:20])[CH2:11][C:12]([O:14][C:15]([CH3:18])([CH3:17])[CH3:16])=[O:13])[CH2:6][CH2:5][CH2:4][CH2:3][CH2:2]1.CC(OI1(OC(C)=O)(OC(C)=O)OC(=O)C2C=CC=CC1=2)=O.S([O-])([O-])(=O)=S.[Na+].[Na+].C(=O)([O-])O.[Na+]>ClCCl>[CH:1]1([CH2:7][CH2:8][CH2:9][C@@H:10]([C:19]([NH:21][CH:22]([C:26]([O:28][CH3:29])=[O:27])[C:23](=[O:25])[CH3:24])=[O:20])[CH2:11][C:12]([O:14][C:15]([CH3:16])([CH3:17])[CH3:18])=[O:13])[CH2:6][CH2:5][CH2:4][CH2:3][CH2:2]1 |f:2.3.4,5.6|. Conditions: time 1 hour. Solvent: ClCCl (dichloromethane). Starting materials: C1(CCCCC1)CCC[C@H](CC(=O)OC(C)(C)C)C(=O)NC(C(C)O)C(=O)OC (tert-butyl(3R)-6-cyclohexyl-3-({[2-hydroxy-1-(methoxycarbonyl)propyl]amino}carbonyl)hexanoate), CC(=O)OI1(C=2C=CC=CC2C(=O)O1)(OC(=O)C)OC(=O)C (Dess-Martin periodinane), S(=S)(=O)([O-])[O-].[Na+].[Na+] (sodium thiosulphate), C(O)([O-])=O.[Na+] (sodium hydrogen carbonate). The product is C1(CCCCC1)CCC[C@H](CC(=O)OC(C)(C)C)C(=O)NC(C(C)=O)C(=O)OC (tert-Butyl(3R)-6-cyclohexyl-3-({[1-(methoxycarbonyl)-2-oxopropyl]amino}carbonyl)hexanoate). Isolated yield 75.3%. Starting materials: C1(CCCC1)N1N=C(C2=CC=C(C=C12)C(=O)NCCC(=O)O)CC (3-[(1-cyclopentyl-3-ethyl-1H-indazole-6-carbonyl)-amino]-propionic acid), Cl.C(C1=CC=CC=C1)ON (O-benzylhydroxylamine hydrochloride). Product: C(C1=CC=CC=C1)ONC(=O)CCNC(=O)C1=CC=C2C(=NN(C2=C1)C1CCCC1)CC (1-Cyclopentyl-3-ethyl-1H-indazole-6-carboxylic acid (2-benzyloxycarbamoyl-ethyl)-amide). Isolated yield 71.9%. As a reaction SMILES: [CH:1]1([N:6]2[C:14]3[C:9](=[CH:10][CH:11]=[C:12]([C:15]([NH:17][CH2:18][CH2:19][C:20](O)=[O:21])=[O:16])[CH:13]=3)[C:8]([CH2:23][CH3:24])=[N:7]2)[CH2:5][CH2:4][CH2:3][CH2:2]1.Cl.[CH2:26]([O:33][NH2:34])[C:27]1[CH:32]=[CH:31][CH:30]=[CH:29][CH:28]=1>>[CH2:26]([O:33][NH:34][C:20]([CH2:19][CH2:18][NH:17][C:15]([C:12]1[CH:13]=[C:14]2[C:9]([C:8]([CH2:23][CH3:24])=[N:7][N:6]2[CH:1]2[CH2:2][CH2:3][CH2:4][CH2:5]2)=[CH:10][CH:11]=1)=[O:16])=[O:21])[C:27]1[CH:32]=[CH:31][CH:30]=[CH:29][CH:28]=1 |f:1.2|. Procedure details: This compound was prepared according to the method of Example 37, using 250 mg (0.759 mmol, 1.0 equiv) 3-[(1-cyclopentyl-3-ethyl-1H-indazole-6-carbonyl)-amino]-propionic acid and 121 mg (0.759 mmol, 1.0 equiv) O-benzylhydroxylamine hydrochloride as starting materials, to give 237 mg (72%) of a white solid: mp 134-136° C.; Anal. calcd for C25H30N4O3: C, 69.10; H, 6.96; N, 12.89. Found: C, 69.36; H, 6.75; N, 12.85. Reactants: C(C1=CC=CC=C1)C1(CCC2(OCCO2)CC1)O (8-benzyl-1,4-dioxaspiro[4.5]decan-8-ol), [H-].[Na+] (NaH), oil, IC (iodomethane). The solvent is C1CCOC1 (THF). Conditions: time 1 hour. Product: C(C1=CC=CC=C1)C1(CCC2(OCCO2)CC1)OC (8-benzyl-8-methoxy-1,4-dioxaspiro[4.5]decane). As a reaction SMILES: [CH2:1]([C:8]1([OH:18])[CH2:17][CH2:16][C:11]2([O:15][CH2:14][CH2:13][O:12]2)[CH2:10][CH2:9]1)[C:2]1[CH:7]=[CH:6][CH:5]=[CH:4][CH:3]=1.[H-].[Na+].I[CH3:22]>C1COCC1>[CH2:1]([C:8]1([O:18][CH3:22])[CH2:17][CH2:16][C:11]2([O:12][CH2:13][CH2:14][O:15]2)[CH2:10][CH2:9]1)[C:2]1[CH:7]=[CH:6][CH:5]=[CH:4][CH:3]=1 |f:1.2|. Procedure details: A solution of Example 11A (8.08 g, 32.5 mmol) in THF (150 mL) at room temperature was treated with 60% NaH in mineral oil (3.2 g, 80 mmol), stirred for 1 hour, treated with iodomethane (5 mL, 80 mmol), stirred overnight, quenched with saturated NH4Cl, and extracted with ethyl acetate (3×200 mL). The combined extracts were washed with water and brine, dried (Na2SO4), filtered, and concentrated to provide the desired product. MS (CI) m/e 280.2 (M+18)+.